Dataset: the Open Reaction Database (ORD), a public repository of structured organic reaction records. Task: describe an organic reaction: reactants, conditions, products, and yield Product: O=NC1(OC(=O)c2ccc(Cl)cc2Cl)CCCCC1. The reactants are CC(=O)[O-], CC(=O)[O-], ON=C1CCCCC1, CC(=O)[O-], CC(=O)[O-], O=C(O)c1ccc(Cl)cc1Cl, ClCCl, [Pb+4]. Reaction SMILES: [C:13]([O-:14])(=[O:15])[CH3:16].[C:17]([O-:18])(=[O:19])[CH3:20].[C:1]1(=[N:7][OH:8])[CH2:2][CH2:3][CH2:4][CH2:5][CH2:6]1.[C:21]([O-:22])(=[O:23])[CH3:24].[C:9]([O-:10])(=[O:11])[CH3:12].[Cl:26][c:27]1[c:28]([C:29](=[O:30])[OH:31])[cH:32][cH:33][c:34]([Cl:36])[cH:35]1.[Cl:37][CH2:38][Cl:39].[Pb+4:25]>>[C:1]1([N:7]=[O:8])([O:31][C:29]([c:28]2[c:27]([Cl:26])[cH:35][c:34]([Cl:36])[cH:33][cH:32]2)=[O:30])[CH2:2][CH2:3][CH2:4][CH2:5][CH2:6]1. Starting materials: ClC=1N=C(C2=C(N1)C=C(O2)CN2CCN(CC2)S(=O)(=O)C)N2CCOCC2 (2-Chloro-6-((4-(methylsulfonyl)piperazin-1-yl)methyl)-4-morpholinofuro[3,2-d]pyrimidine), CC1(OB(OC1(C)C)C=1C=C(C=NC1)C=O)C (5-(4,4,5,5-tetramethyl-[1,3,2]dioxaborolan-2-yl)-pyridine-3-carbaldehyde). Product: O1CCN(CC1)C=1C2=C(N=C(N1)C=1C=C(C=NC1)C=O)C=C(O2)CN2CCN(CC2)S(=O)(=O)C (5-(4-morpholino-6-((4-N-methylsulfonylpiperazin-1-yl)methyl)furo[3,2-d]pyrimidin-2-yl)pyridine-3-carbaldehyde). Reaction SMILES: Cl[C:2]1[N:3]=[C:4]([N:22]2[CH2:27][CH2:26][O:25][CH2:24][CH2:23]2)[C:5]2[O:10][C:9]([CH2:11][N:12]3[CH2:17][CH2:16][N:15]([S:18]([CH3:21])(=[O:20])=[O:19])[CH2:14][CH2:13]3)=[CH:8][C:6]=2[N:7]=1.CC1(C)C(C)(C)OB([C:36]2[CH:37]=[C:38]([CH:42]=[O:43])[CH:39]=[N:40][CH:41]=2)O1>>[O:25]1[CH2:26][CH2:27][N:22]([C:4]2[C:5]3[O:10][C:9]([CH2:11][N:12]4[CH2:17][CH2:16][N:15]([S:18]([CH3:21])(=[O:20])=[O:19])[CH2:14][CH2:13]4)=[CH:8][C:6]=3[N:7]=[C:2]([C:36]3[CH:37]=[C:38]([CH:42]=[O:43])[CH:39]=[N:40][CH:41]=3)[N:3]=2)[CH2:23][CH2:24]1. Reported procedure: 2-Chloro-6-((4-(methylsulfonyl)piperazin-1-yl)methyl)-4-morpholinofuro[3,2-d]pyrimidine (Example 153) was reacted with 5-(4,4,5,5-tetramethyl-[1,3,2]dioxaborolan-2-yl)-pyridine-3-carbaldehyde via General Procedure E to give, after purification by reverse HPLC, 11 mg of 238. MS (Q1) 487 (M+). The reactants are CC=1N(C(=CC1)C)C1=NC(=CC=C1)CCC (2-(2,5-Dimethyl-pyrrol-1-yl)-6-propyl-pyridine), NO.Cl (NH2OH HCl). Solvent: CCO (EtOH). Conditions: temperature 100 celsius. Product: C(CC)C1=CC=CC(=N1)N (6-Propyl-pyridin-2-ylamine). Yield: 107.7%. RXN SMILES: CC1[N:3]([C:8]2[CH:13]=[CH:12][CH:11]=[C:10]([CH2:14][CH2:15][CH3:16])[N:9]=2)C(C)=CC=1.NO.Cl>CCO>[CH2:14]([C:10]1[N:9]=[C:8]([NH2:3])[CH:13]=[CH:12][CH:11]=1)[CH2:15][CH3:16] |f:1.2|. Reported procedure: A solution of the product from Example 2b (348 mg, 1.52 mmol) and NH2OH HCl (530 mg, 7.62 mmol) in 4 mL of EtOH/1.5 mL water. Heated at 100° C. for 16 h, cooled to room temperature and extracted with CH2Cl2. Dried over MgSO4 filtered and concentrated under vacuum giving the title compound as an amber oil (223 mg, 100%). Yields the product COCCCOc1cc(CC(CC(NC(=O)OC(C)(C)C)C2CO2)C(C)C)ccc1OC. Starting materials: C[S+](C)(C)=O, CS(C)=O, CC(C)(C)[O-], COCCCOc1cc(CC(CC(C=O)NC(=O)OC(C)(C)C)C(C)C)ccc1OC, [I-], [K+], C1CCOC1. As a reaction SMILES: [CH3:2][S+:3]([CH3:4])([CH3:5])=[O:6].[CH3:49][S:50](=[O:51])[CH3:52].[CH3:7][C:8]([CH3:9])([O-:10])[CH3:11].[CH:18](=[O:19])[CH:20]([CH2:21][CH:22]([CH:23]([CH3:24])[CH3:25])[CH2:26][c:27]1[cH:28][c:29]([O:35][CH2:36][CH2:37][CH2:38][O:39][CH3:40])[c:30]([O:33][CH3:34])[cH:31][cH:32]1)[NH:41][C:42]([O:43][C:44]([CH3:45])([CH3:46])[CH3:47])=[O:48].[I-:1].[K+:12].[O:13]1[CH2:14][CH2:15][CH2:16][CH2:17]1>>[CH2:7]1[CH:18]([CH:20]([CH2:21][CH:22]([CH:23]([CH3:24])[CH3:25])[CH2:26][c:27]2[cH:28][c:29]([O:35][CH2:36][CH2:37][CH2:38][O:39][CH3:40])[c:30]([O:33][CH3:34])[cH:31][cH:32]2)[NH:41][C:42]([O:43][C:44]([CH3:45])([CH3:46])[CH3:47])=[O:48])[O:19]1. The reactants are CCC(O)C(CC(C)N(C)C)(c1ccccc1)c1ccccc1, CC(=O)Cl, CCOC(C)=O. Product: CCC(OC(C)=O)C(CC(C)N(C)C)(c1ccccc1)c1ccccc1. As a reaction SMILES: [CH3:1][N:2]([CH:3]([CH2:4][C:5]([CH:6]([CH2:7][CH3:8])[OH:9])([c:10]1[cH:11][cH:12][cH:13][cH:14][cH:15]1)[c:16]1[cH:17][cH:18][cH:19][cH:20][cH:21]1)[CH3:22])[CH3:23].[CH3:24][C:25]([Cl:26])=[O:27].[CH3:28][CH2:29][O:30][C:31](=[O:32])[CH3:33]>>[CH3:1][N:2]([CH:3]([CH2:4][C:5]([CH:6]([CH2:7][CH3:8])[O:9][C:25]([CH3:24])=[O:27])([c:10]1[cH:11][cH:12][cH:13][cH:14][cH:15]1)[c:16]1[cH:17][cH:18][cH:19][cH:20][cH:21]1)[CH3:22])[CH3:23].